Dataset: the Open Reaction Database (ORD), a public repository of structured organic reaction records. Task: describe an organic reaction: reactants, conditions, products, and yield Starting materials: CC1(C)OB(c2cnc(N)nc2N)OC1(C)C, Clc1nc(N2CCOCC2)cc(N2CCOCC2)n1. The product is Nc1ncc(-c2nc(N3CCOCC3)cc(N3CCOCC3)n2)c(N)n1. Reaction SMILES: [CH3:20][C:21]1([CH3:22])[C:23]([CH3:24])([CH3:25])[O:26][B:27]([c:28]2[c:29]([NH2:35])[n:30][c:31]([NH2:34])[n:32][cH:33]2)[O:36]1.[O:1]1[CH2:2][CH2:3][N:4]([c:7]2[n:8][c:9]([Cl:19])[n:10][c:11]([N:13]3[CH2:14][CH2:15][O:16][CH2:17][CH2:18]3)[cH:12]2)[CH2:5][CH2:6]1>>[O:1]1[CH2:2][CH2:3][N:4]([c:7]2[n:8][c:9](-[c:28]3[c:29]([NH2:35])[n:30][c:31]([NH2:34])[n:32][cH:33]3)[n:10][c:11]([N:13]3[CH2:14][CH2:15][O:16][CH2:17][CH2:18]3)[cH:12]2)[CH2:5][CH2:6]1. Starting materials: C(C)OP(OCC)(=O)CCNC1=C(C(C1=O)=O)OCC ([2-[(2-ethoxy-3,4-dioxo-1-cyclobuten-1-yl)amino]ethyl]phosphonic acid diethyl ester), N (ammonia). Solvent: C(C)O (ethanol). Run at time 24 hour. Product: C(C)OP(OCC)(=O)CCNC1=C(C(C1=O)=O)N ([2-[(2-amino-3,4-dioxo-1-cyclobuten-1-yl)amino]ethyl]phosphonic acid diethyl ester). The yield is 82.0%. RXN SMILES: [CH2:1]([O:3][P:4]([CH2:9][CH2:10][NH:11][C:12]1[C:15](=[O:16])[C:14](=[O:17])[C:13]=1OCC)(=[O:8])[O:5][CH2:6][CH3:7])[CH3:2].[NH3:21]>C(O)C>[CH2:1]([O:3][P:4]([CH2:9][CH2:10][NH:11][C:12]1[C:15](=[O:16])[C:14](=[O:17])[C:13]=1[NH2:21])(=[O:8])[O:5][CH2:6][CH3:7])[CH3:2]. Procedure details: A solution of [2-[(2-ethoxy-3,4-dioxo-1-cyclobuten-1-yl)amino]ethyl]phosphonic acid diethyl ester (1.69 g, 5.5 mmol) in 100% ethanol (40 mL) was placed in flask equipped with an addition funnel and a nitrogen inlet. Saturated ethanolic ammonia (190 mL) was placed in the addition funnel and added dropwise over 1 hour. The reaction mixture was left stirring at room temperature for a total of 24 hours and then concentrated in vacuo. The resulting solid was recrystallized from methanol in ethyl acet... Starting materials: Cl.NC1=CC=C(C(=O)NC2=CC=C(C=C2)NC2=NC(=NC(=C2)C)N)C=C1 (4-Amino-N-[4-(2-amino-6-methylpyrimidin-4-ylamino)phenyl]benzamide hydrochloride), solid, ClC1=CC=NC2=CC=CC=C12 (4-chloroquinoline), CO (MeOH), CCO (EtOH), 463. The reagents and catalysts are [CH]Cl (cHCl). Run in O (H2O). Product: Cl.NC1=NC(=CC(=N1)NC1=CC=C(C=C1)NC(C1=CC=C(C=C1)NC1=CC=NC2=CC=CC=C12)=O)C (N-(4-(2-Amino-6-methylpyrimidin-4-ylamino)phenyl)-4-(quinolin-4-ylamino)benzamide hydrochloride). Reaction SMILES: Cl.[NH2:2][C:3]1[CH:26]=[CH:25][C:6]([C:7]([NH:9][C:10]2[CH:15]=[CH:14][C:13]([NH:16][C:17]3[CH:22]=[C:21]([CH3:23])[N:20]=[C:19]([NH2:24])[N:18]=3)=[CH:12][CH:11]=2)=[O:8])=[CH:5][CH:4]=1.CO.CCO.[Cl:32][C:33]1[C:42]2[C:37](=[CH:38][CH:39]=[CH:40][CH:41]=2)[N:36]=[CH:35][CH:34]=1>[CH]Cl.O>[ClH:32].[NH2:24][C:19]1[N:18]=[C:17]([NH:16][C:13]2[CH:12]=[CH:11][C:10]([NH:9][C:7](=[O:8])[C:6]3[CH:25]=[CH:26][C:3]([NH:2][C:33]4[C:42]5[C:37](=[CH:38][CH:39]=[CH:40][CH:41]=5)[N:36]=[CH:35][CH:34]=4)=[CH:4][CH:5]=3)=[CH:15][CH:14]=2)[CH:22]=[C:21]([CH3:23])[N:20]=1 |f:0.1,7.8,^3:42|. Procedure: To solution of amine E5 (267 mg, 0.720 mmol) in ˜1:1:1 MeOH:EtOH:H2O were sequentially added 4-chloroquinoline (1.06 g, 6.48 mmol) and 3 drops of cHCl, and the resulting mixture was refluxed for ˜24 h. After this time, solvent was removed under reduced pressure, and the resulting residue dried via two MeOH-azeotrope cycles. The residue was re-precipitated from MeOH/EtOAc, and then further purified by preparative HPLC, to afford Cpd. E as an amorphous yellow solid (16 mg, 4%). 1H NMR [(CD3)2SO]: ... Starting materials: FC=1C=C(C=CC1C=1C=NC(=CC1)C1=NO[C@@H](C1)CO)N1C(O[C@H](C1)CN1N=NC=C1)=O ((5R)-3-(3-Fluoro-4-{6-[(5S)-5-(hydroxymethyl)-4,5-dihydroisoxazol-3-yl]pyridin-3-yl}phenyl)-5-(1H-1,2,3-triazol-1-ylmethyl)-1,3-oxazolidin-2-one), O1C(CCC1=O)=O (dihydrofuran-2,5-dione), CN(C)C=O (DMF), N1=CC=CC=C1 (pyridine). Reagents/catalysts: CN(C1=CC=NC=C1)C (4-dimethylaminopyridine). Run in CCOCC (Et2O). Conditions: time 8 hour. Yields the product FC1=C(C=CC(=C1)N1C(O[C@H](C1)CN1N=NC=C1)=O)C=1C=CC(=NC1)C1=NO[C@@H](C1)COC(CCC(=O)O)=O (4-{[(5S)-3-(5-{2-Fluoro-4-[(5R)-2-oxo-5-(1H-1,2,3-triazol-1-ylmethyl)-1,3-oxazolidin-3-yl]phenyl}pyridin-2-yl)-4,5-dihydroisoxazol-5-yl]methoxy}-4-oxobutanoic acid). Yield: 71.1%. Reaction SMILES: [F:1][C:2]1[CH:3]=[C:4]([N:21]2[CH2:25][C@H:24]([CH2:26][N:27]3[CH:31]=[CH:30][N:29]=[N:28]3)[O:23][C:22]2=[O:32])[CH:5]=[CH:6][C:7]=1[C:8]1[CH:9]=[N:10][C:11]([C:14]2[CH2:18][C@@H:17]([CH2:19][OH:20])[O:16][N:15]=2)=[CH:12][CH:13]=1.[O:33]1[C:37](=[O:38])[CH2:36][CH2:35][C:34]1=[O:39].CN(C=O)C.N1C=CC=CC=1>CN(C)C1C=CN=CC=1.CCOCC>[F:1][C:2]1[CH:3]=[C:4]([N:21]2[CH2:25][C@H:24]([CH2:26][N:27]3[CH:31]=[CH:30][N:29]=[N:28]3)[O:23][C:22]2=[O:32])[CH:5]=[CH:6][C:7]=1[C:8]1[CH:13]=[CH:12][C:11]([C:14]2[CH2:18][C@@H:17]([CH2:19][O:20][C:37](=[O:38])[CH2:36][CH2:35][C:34]([OH:39])=[O:33])[O:16][N:15]=2)=[N:10][CH:9]=1. Procedure: (5R)-3-(3-Fluoro-4-{6-[(5S)-5-(hydroxymethyl)-4,5-dihydroisoxazol-3-yl]pyridin-3-yl}phenyl)-5-(1H-1,2,3-triazol-1-ylmethyl)-1,3-oxazolidin-2-one (Example 1: 150 mg, 0.342 mmol), dihydrofuran-2,5-dione (83 mg, 0.83 mmol), and 4-dimethylaminopyridine (10.5 mg, 0.09 mmol) were added to DMF (2.5 ml) and pyridine (0.5 ml). The reaction was allowed to stir overnight at room temperature followed by addition to Et2O (100 ml). The precipitate was collected by filtration and washed with additional Et2O (2... Reactants: N1CC(CCC1)C(C)NC1=NC=CC(=N1)N1C=NC2=C1C=CC=C2 (2-[1-(Piperidin-3-yl)-ethylamino]-4-[benzimidazol-1-yl]pyrimidine), CN=C=O (methylisocyanate). Solvent: C(Cl)Cl (CH2Cl2). The product is CNC(=O)N1CC(CCC1)C(C)NC1=NC=CC(=N1)N1C=NC2=C1C=CC=C2 (2-[1-(1-(N-Methylcarbamoyl)piperidin-3-yl)-ethylamino]-4-[benzimidazol-1-yl]pyrimidine). RXN SMILES: [NH:1]1[CH2:6][CH2:5][CH2:4][CH:3]([CH:7]([NH:9][C:10]2[N:15]=[C:14]([N:16]3[C:20]4[CH:21]=[CH:22][CH:23]=[CH:24][C:19]=4[N:18]=[CH:17]3)[CH:13]=[CH:12][N:11]=2)[CH3:8])[CH2:2]1.[CH3:25][N:26]=[C:27]=[O:28]>C(Cl)Cl>[CH3:25][NH:26][C:27]([N:1]1[CH2:6][CH2:5][CH2:4][CH:3]([CH:7]([NH:9][C:10]2[N:15]=[C:14]([N:16]3[C:20]4[CH:21]=[CH:22][CH:23]=[CH:24][C:19]=4[N:18]=[CH:17]3)[CH:13]=[CH:12][N:11]=2)[CH3:8])[CH2:2]1)=[O:28]. Procedure: To a solution of 2-[1-(piperidin-3-yl)-ethylamino]-4-[benzimidazol-1-yl]pyrimidine (EXAMPLE 18) (51 mg, 0.16 mmol) in CH2Cl2 (1.6 mL) was added methylisocyanate (10.5 lL, 0.176 mmol) at room temperature. After the reaction was complete (2-3 h), the solvent was removed under reduced pressure, and the crude product was purified by preparative thin layer chromatography (4:1 acetone:hexane system as an eluent) to obtain the title compound. Partial 1H NMR (500 MHz, CDCl3): δ 8.61 (s, 1H); 8.36 (d, J=... The reactants are Cl (HCl), solution, [Li+].[OH-] (LiOH), BrC=1C=C(COC(C2=CC(=C(C(=C2)I)OCC2=CC(=CC=C2)Br)I)=O)C=CC1 (4-(3-Bromobenzyloxy)-3,5-diiodo-benzoic Acid 3-bromobenzyl Ester). The solvent is C1CCOC1 (THF). Run at time 17 hour. Product: IC=1C=C(C(=O)O)C=C(C1OCC1=CC(=CC=C1)Br)I (3,5-Diiodo-4-(3-bromobenzyloxy)benzoic Acid). Isolated yield 96.6%. As a reaction SMILES: [Li+].[OH-].BrC1C=C(C=CC=1)C[O:8][C:9](=[O:27])[C:10]1[CH:15]=[C:14]([I:16])[C:13]([O:17][CH2:18][C:19]2[CH:24]=[CH:23][CH:22]=[C:21]([Br:25])[CH:20]=2)=[C:12]([I:26])[CH:11]=1.Cl>C1COCC1>[I:16][C:14]1[CH:15]=[C:10]([CH:11]=[C:12]([I:26])[C:13]=1[O:17][CH2:18][C:19]1[CH:24]=[CH:23][CH:22]=[C:21]([Br:25])[CH:20]=1)[C:9]([OH:27])=[O:8] |f:0.1|. Procedure details: A 1.2 M solution of LiOH (0.5 mL, 0.6 mmol) was added to a solution of 4-(3-bromobenzyloxy)-3,5-diiodobenzoic acid 3-bromobenzyl ester (Example 1)(363 mg, 0.5 mmol) in 4 mL THF. The biphasic solution was stirred for 17 hours, after which time the reaction mixture was poured into 1 M HCl (15 mL). The resulting white precipitate was isolated by filtration, rinsed with water, and dried in vacuo, yielding the title compound as a white powder (270 mg, 97%); 1H NMR (CDCl3) δ 8.48 (s, 2H), 7.80 (br. s,... Run at time 2 hour. Product: ClC=1C=C(COC2=CC=C(C(=O)NS(=O)(=O)N(C)C)C=C2)C=CC1Cl (4-[(3,4-dichlorobenzyl)oxy]-N-[(dimethylamino)sulfonyl]benzamide). Solvent: CS(=O)C (DMSO), C1CCOC1 (THF), CS(=O)C (DMSO). Reaction SMILES: [Cl:1][C:2]1[CH:3]=[C:4]([CH:7]=[CH:8][C:9]=1[Cl:10])[CH2:5][OH:6].[H-].[Na+].[CH3:13][N:14]([CH3:28])[S:15]([NH:18][C:19](=[O:27])[C:20]1[CH:25]=[CH:24][C:23](F)=[CH:22][CH:21]=1)(=[O:17])=[O:16].Cl>C1COCC1.CS(C)=O>[Cl:1][C:2]1[CH:3]=[C:4]([CH:7]=[CH:8][C:9]=1[Cl:10])[CH2:5][O:6][C:23]1[CH:24]=[CH:25][C:20]([C:19]([NH:18][S:15]([N:14]([CH3:28])[CH3:13])(=[O:17])=[O:16])=[O:27])=[CH:21][CH:22]=1 |f:1.2|. Reactants: CN(S(=O)(=O)NC(C1=CC=C(C=C1)F)=O)C (N-[(dimethylamino)sulfonyl]-4-fluorobenzamide), ClC=1C=C(CO)C=CC1Cl (3,4-dichlorobenzyl alcohol), [H-].[Na+] (sodium hydride), Cl (HCl). Procedure: To a solution of 3,4-dichlorobenzyl alcohol (500 mg, 2.8 mmol) in THF (20 mL) was added sodium hydride (113 mg, 2.8 mmol, 60% dispersion in mineral oil) and stirred at room temperature for 2 hours and then at 50° C. for 30 minutes. Cooled to room temperature and the solvent removed in vacuo to afford an orange solid. This was dissolved in DMSO (5 mL) to which was added a solution of N-[(dimethylamino)sulfonyl]-4-fluorobenzamide (Preparation 11, 580 mg, 2.3 mmol) in DMSO (10 mL) slowly. The dark ... The reactants are NC(=O)c1cc(Br)sc1[N+](=O)[O-], CC(C)(C#N)c1ccc(B(O)O)cn1, CC(C)(C#N)c1ccc(B2OC(C)(C)C(C)(C)O2)cn1, C1CCOC1, O=C(O)C(F)(F)F, c1ccc(P(c2ccccc2)(c2ccccc2)[Pd](P(c2ccccc2)(c2ccccc2)c2ccccc2)(P(c2ccccc2)(c2ccccc2)c2ccccc2)P(c2ccccc2)(c2ccccc2)c2ccccc2)cc1. Yields the product CC(C)(C#N)c1ccc(-c2cc(C(N)=O)c([N+](=O)[O-])s2)cn1. RXN SMILES: [Br:42][c:43]1[cH:44][c:45]([C:51](=[O:52])[NH2:53])[c:46]([N+:48](=[O:49])[O-:50])[s:47]1.[C:21]([C:22]([c:23]1[n:24][cH:25][c:26]([B:27]([OH:28])[OH:29])[cH:30][cH:31]1)([CH3:32])[CH3:33])#[N:34].[CH3:1][C:2]([C:3]#[N:4])([CH3:5])[c:6]1[n:7][cH:8][c:9]([B:12]2[O:13][C:14]([CH3:15])([CH3:16])[C:17]([CH3:18])([CH3:19])[O:20]2)[cH:10][cH:11]1.[O:54]1[CH2:55][CH2:56][CH2:57][CH2:58]1.[OH:35][C:36]([C:37]([F:38])([F:39])[F:40])=[O:41].[cH:59]1[cH:60][cH:61][c:62]([P:63]([Pd:64]([P:65]([c:66]2[cH:67][cH:68][cH:69][cH:70][cH:71]2)([c:72]2[cH:73][cH:74][cH:75][cH:76][cH:77]2)[c:78]2[cH:79][cH:80][cH:81][cH:82][cH:83]2)([P:84]([c:85]2[cH:86][cH:87][cH:88][cH:89][cH:90]2)([c:91]2[cH:92][cH:93][cH:94][cH:95][cH:96]2)[c:97]2[cH:98][cH:99][cH:100][cH:101][cH:102]2)[P:103]([c:104]2[cH:105][cH:106][cH:107][cH:108][cH:109]2)([c:110]2[cH:111][cH:112][cH:113][cH:114][cH:115]2)[c:116]2[cH:117][cH:118][cH:119][cH:120][cH:121]2)([c:122]2[cH:123][cH:124][cH:125][cH:126][cH:127]2)[c:128]2[cH:129][cH:130][cH:131][cH:132][cH:133]2)[cH:134][cH:135]1>>[CH3:1][C:2]([C:3]#[N:4])([CH3:5])[c:6]1[n:7][cH:8][c:9](-[c:43]2[cH:44][c:45]([C:51](=[O:52])[NH2:53])[c:46]([N+:48](=[O:49])[O-:50])[s:47]2)[cH:10][cH:11]1. Reactants: C=C(C(=O)OCCCC)C(OC(C)=O)C(Cl)(Cl)Cl, [H-], [Na+], [O-]c1ccccc1, C1CCOC1, O, Oc1ccccc1. Yields the product C=C(C(=O)OCCCC)C(Oc1ccccc1)C(Cl)(Cl)Cl. As a reaction SMILES: [CH2:10]=[C:11]([C:12](=[O:13])[O:14][CH2:15][CH2:16][CH2:17][CH3:18])[CH:19]([C:20]([Cl:21])([Cl:22])[Cl:23])[O:24][C:25](=[O:26])[CH3:27].[H-:8].[Na+:9].[O-:28][c:29]1[cH:30][cH:31][cH:32][cH:33][cH:34]1.[O:35]1[CH2:36][CH2:37][CH2:38][CH2:39]1.[OH2:40].[OH:1][c:2]1[cH:3][cH:4][cH:5][cH:6][cH:7]1>>[O:1]([c:2]1[cH:3][cH:4][cH:5][cH:6][cH:7]1)[CH:19]([C:11](=[CH2:10])[C:12](=[O:13])[O:14][CH2:15][CH2:16][CH2:17][CH3:18])[C:20]([Cl:21])([Cl:22])[Cl:23]. Reactants: C[Si](C)(C)[N-][Si](C)(C)C, CI, [Cl-], CC(C1CCN(C(=O)OC(C)(C)C)CC1)S(=O)(=O)c1cccc(C(F)(F)F)c1, [NH4+], [Na+], C1CCOC1, O. Product: CC(C)(C)OC(=O)N1CCC(C(C)(C)S(=O)(=O)c2cccc(C(F)(F)F)c2)CC1. As a reaction SMILES: [CH3:29][Si:30]([N-:31][Si:32]([CH3:33])([CH3:34])[CH3:35])([CH3:36])[CH3:37].[CH3:39][I:40].[Cl-:41].[F:1][C:2]([c:3]1[cH:4][c:5]([S:9](=[O:10])(=[O:11])[CH:12]([CH3:13])[CH:14]2[CH2:15][CH2:16][N:17]([C:20](=[O:21])[O:22][C:23]([CH3:24])([CH3:25])[CH3:26])[CH2:18][CH2:19]2)[cH:6][cH:7][cH:8]1)([F:27])[F:28].[NH4+:42].[Na+:38].[O:44]1[CH2:45][CH2:46][CH2:47][CH2:48]1.[OH2:43]>>[F:1][C:2]([c:3]1[cH:4][c:5]([S:9](=[O:10])(=[O:11])[C:12]([CH3:13])([CH:14]2[CH2:15][CH2:16][N:17]([C:20](=[O:21])[O:22][C:23]([CH3:24])([CH3:25])[CH3:26])[CH2:18][CH2:19]2)[CH3:29])[cH:6][cH:7][cH:8]1)([F:27])[F:28].